This data is from the Open Reaction Database (ORD), a public repository of structured organic reaction records. The task is: describe an organic reaction: reactants, conditions, products, and yield Starting materials: CC1=C(C=CC=2CC(OC21)OC)C(=O)OC (methyl 7-methyl-2-(methyloxy)-2,3-dihydro-1-benzofuran-6-carboxylate). The solvent is P(O)(O)(O)=O (phosphoric acid). Run at temperature 100 celsius, time 15 minute. Yields the product CC1=C(C=CC=2C=COC21)C(=O)OC (methyl 7-methyl-1-benzofuran-6-carboxylate). Yield: 54.0%. RXN SMILES: [CH3:1][C:2]1[C:10]2[O:9][CH:8](OC)[CH2:7][C:6]=2[CH:5]=[CH:4][C:3]=1[C:13]([O:15][CH3:16])=[O:14]>P(=O)(O)(O)O>[CH3:1][C:2]1[C:10]2[O:9][CH:8]=[CH:7][C:6]=2[CH:5]=[CH:4][C:3]=1[C:13]([O:15][CH3:16])=[O:14]. Procedure: A solution of methyl 7-methyl-2-(methyloxy)-2,3-dihydro-1-benzofuran-6-carboxylate in phosphoric acid (3 mL) was stirred at room temperature for 10 minutes and then was stirred at 100° C. for 15 minutes. The reaction mixture was cooled to room temperature and then was partitioned between water and diethyl ether. The aqueous portion was extracted three times with diethyl ether. The combined organic portion was washed three times with water and twice with 10% aqueous potassium carbonate. The basic... The reactants are N1=C(Cl)N=C(Cl)N=C1Cl (cyanuric chloride), C(C)N (monoethylamine), [OH-].[Na+] (sodium hydroxide), C(C)(C)N (isopropylamine), [OH-].[Na+] (sodium hydroxide). Solvent: CC(=O)C (acetone). Product: ClC1=NC(=NC(=N1)NCC)NC(C)C (2-chloro-4-ethylamino-6-isopropylamino-s-triazine). As a reaction SMILES: [N:1]1[C:8](Cl)=[N:7][C:5](Cl)=[N:4][C:2]=1[Cl:3].[CH:10]([NH2:13])([CH3:12])[CH3:11].[OH-].[Na+].[CH2:16]([NH2:18])[CH3:17]>CC(C)=O>[Cl:3][C:2]1[N:1]=[C:8]([NH:18][CH2:16][CH3:17])[N:7]=[C:5]([NH:13][CH:10]([CH3:12])[CH3:11])[N:4]=1 |f:2.3|. Reported procedure: This test is carried out as in Example 3, feeding to the inlet end of the reactor 1317 Kg/hour of a solution containing 14% by weight of cyanuric chloride in acetone and 492 Kg/hour of an aqueous solution containing 12% by weight of isopropylamine and 8.12% by weight of sodium hydroxide. The inlet temperature of stage (a) is 18° C. and the outlet temperature is 55° C. Stage (b) is carried out under isothermal conditions with a temperature of 55° C. and for this purpose the corresponding part of ... The reactants are N1C(CCNC2=C1C=CC=C2)=S (2,3,4,5-tetrahydro-1H-1,5-benzodiazepin-2-thione), C(=O)NN (N-formylhydrazine). The solvent is C(CCC)O (n-butanol). The product is C1=NN=C2N1C1=C(NCC2)C=CC=C1 (4,5-Dihydro-6H-[1,2,4]triazolo[4,3-a][1,5]benzodiazepine). The yield is 37.3%. As a reaction SMILES: [NH:1]1[C:7]2[CH:8]=[CH:9][CH:10]=[CH:11][C:6]=2[NH:5][CH2:4][CH2:3][C:2]1=S.[CH:13]([NH:15][NH2:16])=O>C(O)CCC>[CH:13]1[N:1]2[C:7]3[CH:8]=[CH:9][CH:10]=[CH:11][C:6]=3[NH:5][CH2:4][CH2:3][C:2]2=[N:16][N:15]=1. Procedure details: A mixture of 2,3,4,5-tetrahydro-1H-1,5-benzodiazepin-2-thione (0.8 g) and 0.80 g of N-formylhydrazine in 8 ml of n-butanol is stirred and refluxed for 18 hours and the solvent removed under vacuum. Ice water is added to the residual solid and the mixture filtered to give 0.312 g of a gray solid, m.p. 162°-165° C. Reactants: C1COCCOCCOCCOCCOCCO1 (18-crown-6), N1=CC=CC2=CC=CC=C12 (quinoline), [F-].[K+] (KF), ClC1=CC=C(C=O)C=C1 (4-chlorobenzaldehyde), FC(S(=O)(=O)OC1=C(C=C(C(=C1)F)F)[Si](C)(C)C)(F)F (4,5-difluoro-2-(trimethylsilyl)phenyl trifluoromethanesulfonate), Pet. ether EtOAc. The solvent is C1CCOC1 (THF). Yields the product ClC1=CC=C(C=C1)C1C2=C(N3C(C=CC4=CC=CC=C34)O1)C=C(C(=C2)F)F (5-(4-chlorophenyl)-2,3-difluoro-5H,6aH-benzo[4,5][1,3]oxazino[3,2-a]quinoline). Yield: 68.0%. RXN SMILES: [N:1]1[C:10]2[C:5](=[CH:6][CH:7]=[CH:8][CH:9]=2)[CH:4]=[CH:3][CH:2]=1.[Cl:11][C:12]1[CH:19]=[CH:18][C:15]([CH:16]=[O:17])=[CH:14][CH:13]=1.FC(F)(F)S(O[C:26]1[CH:31]=[C:30]([F:32])[C:29]([F:33])=[CH:28][C:27]=1[Si](C)(C)C)(=O)=O.[F-].[K+].C1OCCOCCOCCOCCOCCOC1>C1COCC1>[Cl:11][C:12]1[CH:19]=[CH:18][C:15]([CH:16]2[O:17][CH:2]3[CH:3]=[CH:4][C:5]4[C:10]([N:1]3[C:27]3[CH:28]=[C:29]([F:33])[C:30]([F:32])=[CH:31][C:26]2=3)=[CH:9][CH:8]=[CH:7][CH:6]=4)=[CH:14][CH:13]=1 |f:3.4|. Procedure: Following the general procedure, treatment of quinoline (0.064 g, 59 μL, 0.50 mmol) and 4-chlorobenzaldehyde (0.105 g, 0.75 mmol) with 4,5-difluoro-2-(trimethylsilyl)phenyl trifluoromethanesulfonate (0.201 g, 0.60 mmol) in the presence of KF (0.070 g, 1.2 mmol) and 18-crown-6 (0.317 g, 1.2 mmol) in THF (2.0 mL) at −10° C. to room temperature for 12 hrs followed by flash column chromatography (Pet. ether/EtOAc=75/25) of the crude reaction mixture afforded 5-(4-chlorophenyl)-2,3-difluoro-5H,6aH-be... The product is C1(CCCCC1)N1C(=NC2=C1C=CC(=C2)C(=O)O)C=2C=C1C=CC(=NC1=CC2)C2=CC=NC=C2 (1-cyclohexyl-2-(2-pyridin-4-yl-quinolin-6-yl)-1H-benzoimidazole-5-carboxylic acid). Reactants: BrC=1C=CC(=C(C1)C1=NC2=CC=C(C=C2C=C1)C1=NC2=C(N1C1CCCCC1)C=CC(=C2)C(=O)O)O (2-[2-(5-Bromo-2-hydroxy-phenyl)-quinolin-6-yl]-1-cyclohexyl-1H-benzoimidazole-5-carboxylic acid), [OH-].[K+] (KOH), Compound 354e, N1=CC=C(C=C1)C(C)=O (1-pyridin-4-yl-ethanone). RXN SMILES: Br[C:2]1C=[CH:4][C:5](O)=[C:6]([C:8]2[CH:17]=[CH:16][C:15]3[C:10](=[CH:11][CH:12]=[C:13]([C:18]4[N:22]([CH:23]5[CH2:28][CH2:27][CH2:26][CH2:25][CH2:24]5)[C:21]5[CH:29]=[CH:30][C:31]([C:33]([OH:35])=[O:34])=[CH:32][C:20]=5[N:19]=4)[CH:14]=3)[N:9]=2)[CH:7]=1.[N:37]1C=CC(C(=O)C)=CC=1.[OH-].[K+]>C(O)C>[CH:23]1([N:22]2[C:21]3[CH:29]=[CH:30][C:31]([C:33]([OH:35])=[O:34])=[CH:32][C:20]=3[N:19]=[C:18]2[C:13]2[CH:14]=[C:15]3[C:10](=[CH:11][CH:12]=2)[N:9]=[C:8]([C:6]2[CH:7]=[CH:2][N:37]=[CH:4][CH:5]=2)[CH:17]=[CH:16]3)[CH2:28][CH2:27][CH2:26][CH2:25][CH2:24]1 |f:2.3|. Yield: 62.0%. Procedure details: Following the procedure and workup for Compound 354, Compound 354e (100 mg, 0.256 mmol) was reacted with 1-pyridin-4-yl-ethanone (0.256 mmol) in ethanol (2 mL) using 10% w/v KOH in ethanol (506 μL, 0.64 mmol) to produce the title compound (68 mg, 62% yield). MS: 449.19 (M+H+); HPLC Procedure A, retention time=7.98 min. Solvent: C(C)O (ethanol), C(C)O (ethanol).